Dataset: the Open Reaction Database (ORD), a public repository of structured organic reaction records. Task: describe an organic reaction: reactants, conditions, products, and yield The reactants are solution, C[Si](C)(C)[NH-].C[Si](C)(C)[NH-].[Li+].[Li+] (lithium bis(trimethylsilylamide)), CSC1C(C(N1)=O)C(C)OC(=O)OCC1=CC=C(C=C1)[N+](=O)[O-] (4-methylthio-3-[1-(p-nitrobenzyloxycarbonyloxy)-ethyl]-azetidin-2-one), BrCC(=O)OCC1=CC=C(C=C1)[N+](=O)[O-] (p-nitrobenzyl bromoacetate). Solvent: C(C)(=O)OCC (ethyl acetate), C1(=CC=CC=C1)C (toluene), O1CCCC1 (tetrahydrofuran), CN(C)C=O (DMF). Run at temperature -70 celsius, time 30 minute. The product is CSC1C(C(N1CC(=O)OCC1=CC=C(C=C1)[N+](=O)[O-])=O)C(C)OC(=O)OCC1=CC=C(C=C1)[N+](=O)[O-] (p-Nitrobenzyl 2-[4-methylthio-3-(1-(p-nitrobenzyloxycarbonyloxy)-ethyl)-2-oxoazetidinyl]acetate). The yield is 48.7%. Reaction SMILES: C[Si]([NH-])(C)C.C[Si]([NH-])(C)C.[Li+].[Li+].[CH3:13][S:14][CH:15]1[NH:18][C:17](=[O:19])[CH:16]1[CH:20]([O:22][C:23]([O:25][CH2:26][C:27]1[CH:32]=[CH:31][C:30]([N+:33]([O-:35])=[O:34])=[CH:29][CH:28]=1)=[O:24])[CH3:21].Br[CH2:37][C:38]([O:40][CH2:41][C:42]1[CH:47]=[CH:46][C:45]([N+:48]([O-:50])=[O:49])=[CH:44][CH:43]=1)=[O:39]>O1CCCC1.CN(C=O)C.C(OCC)(=O)C.C1(C)C=CC=CC=1>[CH3:13][S:14][CH:15]1[N:18]([CH2:37][C:38]([O:40][CH2:41][C:42]2[CH:47]=[CH:46][C:45]([N+:48]([O-:50])=[O:49])=[CH:44][CH:43]=2)=[O:39])[C:17](=[O:19])[CH:16]1[CH:20]([O:22][C:23]([O:25][CH2:26][C:27]1[CH:28]=[CH:29][C:30]([N+:33]([O-:35])=[O:34])=[CH:31][CH:32]=1)=[O:24])[CH3:21] |f:0.1.2.3|. Procedure: 2.2 ml of 1M solution of lithium bis(trimethylsilylamide) are added over the course of 5 minutes to a stirred mixture, at 70° C., of 680 mg (2 mmol) of 4-methylthio-3-[1-(p-nitrobenzyloxycarbonyloxy)-ethyl]-azetidin-2-one and 602 mg (2.2 mmol) of p-nitrobenzyl bromoacetate in 2 ml of dry tetrahydrofuran and 2 ml of dry DMF. The reaction mixture is stirred at -70° C. for 30 minutes, diluted with 30 ml of ethyl acetate and 70 ml of toluene and washed twice with dilute NaCl solution. The organic ph... RXN SMILES: [CH3:1][O:2][C:3]1[CH:4]=[C:5]2[C:10](=[CH:11][C:12]=1[O:13][CH3:14])[N:9]=[CH:8][N:7]=[C:6]2[O:15][C:16]1[CH:22]=[CH:21][C:19]([NH2:20])=[CH:18][CH:17]=1.Cl[C:24](Cl)([O:26][C:27](=[O:33])OC(Cl)(Cl)Cl)Cl.[CH3:35][C:36](=C)[CH2:37]O.C(=O)(O)[O-].[Na+]>C(Cl)Cl.C(N(CC)CC)C.C1(C)C=CC=CC=1>[CH3:1][O:2][C:3]1[CH:4]=[C:5]2[C:10](=[CH:11][C:12]=1[O:13][CH3:14])[N:9]=[CH:8][N:7]=[C:6]2[O:15][C:16]1[CH:22]=[CH:21][C:19]([NH:20][C:27](=[O:33])[O:26][CH2:24][C:36]([CH3:37])=[CH2:35])=[CH:18][CH:17]=1 |f:3.4|. Procedure: 4-[(6,7-Dimethoxy-4-quinazolinyl)oxy]aniline (50 mg) was added to toluene (5 ml), and triethylamine (0.5 ml), and the mixture was heated under reflux to prepare a solution. A solution of triphosgene (77 mg) in methylene chloride was then added thereto, and the mixture was heated under reflux for 10 min. Next, 2-methyl-2-propen-1-ol (19 mg) was added thereto, and the mixture was further stirred with heating under reflux for 3 hr. A saturated aqueous sodium bicarbonate solution was added to stop t... Isolated yield 55.6%. Reactants: COC=1C=C2C(=NC=NC2=CC1OC)OC1=CC=C(N)C=C1 (4-[(6,7-Dimethoxy-4-quinazolinyl)oxy]aniline), ClC(Cl)(OC(OC(Cl)(Cl)Cl)=O)Cl (triphosgene), C([O-])(O)=O.[Na+] (sodium bicarbonate), CC(CO)=C (2-methyl-2-propen-1-ol). The solvent is C(C)N(CC)CC (triethylamine), C1(=CC=CC=C1)C (toluene), C(Cl)Cl (methylene chloride). The product is COC=1C=C2C(=NC=NC2=CC1OC)OC1=CC=C(C=C1)NC(OCC(=C)C)=O (2-Methylallyl N-{4-[(6,7-dimethoxy-4-quinazolinyl)oxy]phenyl}carbamate). The reactants are ClS(=O)(=O)O (Chlorosulfonic acid), FC(C(=O)N1C(CC2=CC=CC=C12)C)(F)F (N-trifluoroacetyl-2-methyl-indoline), ice water. Run at temperature 60 celsius, time 1 hour. Yields the product FC(C(=O)N1C(CC2=CC(=CC=C12)S(=O)(=O)Cl)C)(F)F (N-trifluoroacetyl-2-methylindoline-5-sulfonylchloride). The yield is 7587.5%. Reaction SMILES: [Cl:1][S:2]([OH:5])(=O)=[O:3].[F:6][C:7]([F:21])([F:20])[C:8]([N:10]1[C:18]2[C:13](=[CH:14][CH:15]=[CH:16][CH:17]=2)[CH2:12][CH:11]1[CH3:19])=[O:9]>>[F:21][C:7]([F:6])([F:20])[C:8]([N:10]1[C:18]2[C:13](=[CH:14][C:15]([S:2]([Cl:1])(=[O:5])=[O:3])=[CH:16][CH:17]=2)[CH2:12][CH:11]1[CH3:19])=[O:9]. Procedure: Chlorosulfonic acid (25 m, 0.37 mmol) was cooled down to 0° C. in a three necked flask equipped with a thermometer. N-trifluoroacetyl-2-methyl-indoline (17 g, 74.23 mmol) was added thereto in several portions. After the resulting mixture was stirred at 60° C. for 1 hour, the reaction mixture was slowly poured into 200 m of ice water. The precipitate thus formed was collected by filtration and dried to afford 9.2 g of the title compound. Starting materials: CC1=CN(C=N1)C2=C(C=C(C=C2)N)OC, CC1=NN(C(=C1)C2CN(CC3=C(O2)N=C(C=C3)Cl)CC#N)C. The reagents and catalysts are C(=O)([O-])[O-].[Cs+].[Cs+], C1CCC(CC1)P(C2CCCCC2)C3=CC=CC=C3C4=CC=CC=C4, CC(=O)O.CC(=O)O.[Pd]. Solvent: COCCOC. Run at temperature 100 celsius. The product is CC1=NN(C(=C1)C2CN(CC3=C(O2)N=C(C=C3)NC4=CC(=C(C=C4)N5C=C(N=C5)C)OC)CC#N)C. The yield is 16.5%. Procedure details: 3-methoxy-4-(4-methyl-1H-imidazol-1-yl)aniline (0.068 g, 0.34 mmol),2-(8-chloro-2-(1,3-dimethyl-1H-pyrazol-5-yl)-2,3-dihydropyrido[3,2-f][1,4]oxazepin-4(5H)-yl)acetonitrile (0.107 g, 0.34 mmol) Palladium acetate (7.56 mg, 0.03 mmol) and Cesium carbonate (0.329 g, 1.01 mmol) were added in a microwave vial. The mixture was capped and flushed with argon.1,2-dimethoxyethane (5 mL) was added, the reaction mixture was flushed with argon and the mixture was run in a microwave for 60 minutes at 100°C. R... Reactants: ClS(=O)(=O)C1=C(SC(=C1)C(F)(F)F)C(=O)OC (methyl 3-chlorosulfonyl-5-trifluoromethyl-thiophene-2-carboxylate), NCC(=O)OC (methyl glycinate). Solvent: C(Cl)(Cl)Cl (chloroform). Conditions: time 0.5 hour. Yields the product COC(=O)CNS(=O)(=O)C1=C(SC(=C1)C(F)(F)F)C(=O)OC (methyl 3-[(methoxycarbonylmethyl)sulfamoyl]-5-trifluoromethyl-thiophene-2-carboxylate). RXN SMILES: Cl[S:2]([C:5]1[CH:9]=[C:8]([C:10]([F:13])([F:12])[F:11])[S:7][C:6]=1[C:14]([O:16][CH3:17])=[O:15])(=[O:4])=[O:3].[NH2:18][CH2:19][C:20]([O:22][CH3:23])=[O:21]>C(Cl)(Cl)Cl>[CH3:23][O:22][C:20]([CH2:19][NH:18][S:2]([C:5]1[CH:9]=[C:8]([C:10]([F:13])([F:12])[F:11])[S:7][C:6]=1[C:14]([O:16][CH3:17])=[O:15])(=[O:4])=[O:3])=[O:21]. Reported procedure: 103.8 g of methyl 3-chlorosulfonyl-5-trifluoromethyl-thiophene-2-carboxylate are dissolved in 600 ml of chloroform, 68.05 g of freshly distilled methyl glycinate are added dropwise thereto in a manner such that the temperature does not exceed 30°, the mixture is stirred at room temperature for an additional 0.5 hour and then extracted three times with 200 ml of 1N hydrochloric acid each time. The organic phase is dried over sodium sulfate and evaporated. The oily residue is stirred with 175 ml o... Reactants: C1(=CC=CC=C1)P(C1=CC=CC=C1)C1=CC=CC=C1 (triphenyl phosphine), CCOC(=O)/N=N/C(=O)OCC (diethylazodicarboxylate), C(=O)(OC(C)(C)C)N1CCC(CC1)O (N—Boc-4-hydroxypiperidine), FC1=CC=C(C=C1)O (4-Fluorophenol). The solvent is O1CCCC1 (tetrahydrofuran), O (Water), O1CCCC1 (tetrahydrofuran). Reaction conditions: time 20 minute. The product is C(C)(C)(C)OC(=O)N1CCC(CC1)OC1=CC=C(C=C1)F (4-(4-Fluoro-phenoxy)-piperidine 1-carboxylic acid tert-butyl ester). Isolated yield 60.2%. RXN SMILES: C1(P(C2C=CC=CC=2)C2C=CC=CC=2)C=CC=CC=1.CCOC(/N=N/C(OCC)=O)=O.[F:32][C:33]1[CH:38]=[CH:37][C:36]([OH:39])=[CH:35][CH:34]=1.[C:40]([N:47]1[CH2:52][CH2:51][CH:50](O)[CH2:49][CH2:48]1)([O:42][C:43]([CH3:46])([CH3:45])[CH3:44])=[O:41]>O1CCCC1.O>[C:43]([O:42][C:40]([N:47]1[CH2:52][CH2:51][CH:50]([O:39][C:36]2[CH:37]=[CH:38][C:33]([F:32])=[CH:34][CH:35]=2)[CH2:49][CH2:48]1)=[O:41])([CH3:46])([CH3:44])[CH3:45]. Procedure: To a solution of triphenyl phosphine (7.7 g, 29 mmol), in tetrahydrofuran (40 mL), diethylazodicarboxylate (5.12 g, 29 mmol) was added and the solution was stirred for 20 minutes. 4-Fluorophenol (3 g, 27 mmol) was added and the mixture was stirred for another 20 minutes at 0° C. N—Boc-4-hydroxypiperidine (5.9 g, 29 mmol) was added dissolved in tetrahydrofuran (20 mL) and the mixture was stirred at room temperature overnight. Water was added and the solution was extracted three times with dichlor... The reactants are C(C)OC([C@H](CC1=CC=C(C=C1)OCCCBr)OC)=O ((2S)-3-[4-(3-Bromo-propoxy)-phenyl]-2-methoxy-propionic acid ethyl ester), O1COC2=C1C=CC(=C2)O (Benzo[1,3]dioxol-5-ol), [OH-].[Na+] (NaOH). RXN SMILES: C([O:3][C:4](=[O:20])[C@@H:5]([O:18][CH3:19])[CH2:6][C:7]1[CH:12]=[CH:11][C:10]([O:13][CH2:14][CH2:15][CH2:16]Br)=[CH:9][CH:8]=1)C.[O:21]1[C:25]2[CH:26]=[CH:27][C:28]([OH:30])=[CH:29][C:24]=2[O:23][CH2:22]1.[OH-].[Na+]>>[O:21]1[C:25]2[CH:26]=[CH:27][C:28]([O:30][CH2:16][CH2:15][CH2:14][O:13][C:10]3[CH:9]=[CH:8][C:7]([CH2:6][C@H:5]([O:18][CH3:19])[C:4]([OH:3])=[O:20])=[CH:12][CH:11]=3)=[CH:29][C:24]=2[O:23][CH2:22]1 |f:2.3|. The product is O1COC2=C1C=CC(=C2)OCCCOC2=CC=C(C=C2)C[C@@H](C(=O)O)OC ((2S)-3-{4-[3-(Benzo[1,3]dioxol-5-yloxy)-propoxy]-phenyl}-2-methoxy-propionic acid). Procedure: (2S)-3-[4-(3-Bromo-propoxy)-phenyl]-2-methoxy-propionic acid ethyl ester from Example 173, Step A was treated with Benzo[1,3]dioxol-5-ol under the Standard Procedure J. The compound thus obtained was allowed to react under Standard hydrolysis procedure C (NaOH) to give the title compound. MS(ES) for C20H22O7 [M+Na]+: 397, [M+H]+: 375. Starting materials: COc1ccc([N+](=O)[O-])cc1-c1cccc(C#N)c1, CO, O=C[O-], [NH4+], C1CCOC1, [Zn]. Yields the product COc1ccc(N)cc1-c1cccc(C#N)c1. As a reaction SMILES: [C:1](#[N:2])[c:3]1[cH:4][c:5](-[c:9]2[c:10]([O:18][CH3:19])[cH:11][cH:12][c:13]([N+:15]([O-:16])=[O:17])[cH:14]2)[cH:6][cH:7][cH:8]1.[CH3:24][OH:25].[CH:20]([O-:21])=[O:22].[NH4+:23].[O:26]1[CH2:27][CH2:28][CH2:29][CH2:30]1.[Zn:31]>>[C:1](#[N:2])[c:3]1[cH:4][c:5](-[c:9]2[c:10]([O:18][CH3:19])[cH:11][cH:12][c:13]([NH2:15])[cH:14]2)[cH:6][cH:7][cH:8]1. Starting materials: [Ba+2], BrCc1ccccc1, O=C(NCCC(O)C(=O)O)OCc1ccccc1, CN(C)C=O, ClC(Cl)Cl, Cl, [OH-], [OH-], O, O, O, O, O, O, O, O, O. The product is O=C(NCCC(OCc1ccccc1)C(=O)O)OCc1ccccc1. As a reaction SMILES: [Ba+2:28].[Br:30][CH2:31][c:32]1[cH:33][cH:34][cH:35][cH:36][cH:37]1.[CH2:1]([c:2]1[cH:3][cH:4][cH:5][cH:6][cH:7]1)[O:8][C:9](=[O:10])[NH:11][CH2:12][CH2:13][CH:14]([C:15](=[O:16])[OH:17])[OH:18].[CH3:39][N:40]([CH3:41])[CH:42]=[O:43].[CH:44]([Cl:45])([Cl:46])[Cl:47].[ClH:38].[OH-:27].[OH-:29].[OH2:19].[OH2:20].[OH2:21].[OH2:22].[OH2:23].[OH2:24].[OH2:25].[OH2:26].[OH2:48]>>[CH2:1]([c:2]1[cH:3][cH:4][cH:5][cH:6][cH:7]1)[O:8][C:9](=[O:10])[NH:11][CH2:12][CH2:13][CH:14]([C:15](=[O:16])[OH:17])[O:18][CH2:31][c:32]1[cH:33][cH:34][cH:35][cH:36][cH:37]1.